This data is from the Open Reaction Database (ORD), a public repository of structured organic reaction records. The task is: describe an organic reaction: reactants, conditions, products, and yield Starting materials: BrC1=CC=C(CN2C=NC=C2)C=C1 (1-(4-bromobenzyl)-1H-imidazole), FC(C(=O)O)(F)F (Trifluoroacetic acid), N1(C=NC=C1)CC1=CC=C(C=C1)C1=C(SC(=C1)CCCC)S(=O)(=O)NC(C)(C)C (3-(4-Imidazol-1-ylmethylphenyl)-5-butyl-N-tert-butylthiophene-2-sulfonamide). The reagents and catalysts are C1(=CC=CC=C1)OC (anisol). Conditions: time 30 hour. Product: N1(C=NC=C1)CC1=CC=C(C=C1)C1=C(SC(=C1)CCCC)S(=O)(=O)N (3-(4-Imidazol-1-ylmethylphenyl)-5-butylthiophene-2-sulfonamide). Isolated yield 49.0%. RXN SMILES: FC(F)(F)C(O)=O.[N:8]1([CH2:13][C:14]2[CH:19]=[CH:18][C:17]([C:20]3[CH:24]=[C:23]([CH2:25][CH2:26][CH2:27][CH3:28])[S:22][C:21]=3[S:29]([NH:32]C(C)(C)C)(=[O:31])=[O:30])=[CH:16][CH:15]=2)[CH:12]=[CH:11][N:10]=[CH:9]1.BrC1C=CC(CN2C=CN=C2)=CC=1>C1(OC)C=CC=CC=1>[N:8]1([CH2:13][C:14]2[CH:19]=[CH:18][C:17]([C:20]3[CH:24]=[C:23]([CH2:25][CH2:26][CH2:27][CH3:28])[S:22][C:21]=3[S:29]([NH2:32])(=[O:31])=[O:30])=[CH:16][CH:15]=2)[CH:12]=[CH:11][N:10]=[CH:9]1. Procedure details: Trifluoroacetic acid was added (10 mL) to the crude 3-(4imidazol-1-ylmethylphenyl)-5-butyl-N-tert-butylthiophene-2-sulfonamide from step (c) above, and one drop (ca. 0.05 mL) of anisol was added to the mixture. The reaction mixture was stirred under N2 atmosphere for 30 hours and then evaporated and co-evaporated with acetonitrile. The crude product was purified by column chromatography (CH2Cl2:MeOH (20:1)) to give sub-title compound (232 mg, 0.62 mmol) in 49% yield (from 1-(4-bromobenzyl)-1H-im... Starting materials: C(C)(C)(C)OC(=O)[C@H]1N([C@H](SC1)C1=C(C=CC=C1F)Cl)C(CNC(NC=1C=C(C(=O)OCC[Si](C)(C)C)C=CC1)=O)=O (2-trimethylsilylethyl (2R,4R)-3-{3-{2-[4-tert-butoxycarbonyl-2-(2-chloro-6-fluorophenyl)-3-thiazolidinyl]-2-oxoethyl}ureido}benzoate), solution, [F-].C(CCC)[N+](CCCC)(CCCC)CCCC (tetrabutylammonium fluoride), crude product. The solvent is [OH-].[Na+] (sodium hydroxide). Product: C(C)(C)(C)OC(=O)[C@H]1N([C@H](SC1)C1=C(C=CC=C1F)Cl)C(CNC(NC=1C=C(C(=O)O)C=CC1)=O)=O ((2R,4R)-3-{3-{2-[4-tert-butoxycarbonyl-2-(2-chloro-6-fluorophenyl)-3-thiazolidinyl]-2-oxoethyl}ureido}benzoic acid). Isolated yield 10.4%. Reaction SMILES: [C:1]([O:5][C:6]([C@@H:8]1[CH2:12][S:11][C@H:10]([C:13]2[C:18]([F:19])=[CH:17][CH:16]=[CH:15][C:14]=2[Cl:20])[N:9]1[C:21](=[O:42])[CH2:22][NH:23][C:24](=[O:41])[NH:25][C:26]1[CH:27]=[C:28]([CH:38]=[CH:39][CH:40]=1)[C:29]([O:31]CC[Si](C)(C)C)=[O:30])=[O:7])([CH3:4])([CH3:3])[CH3:2].[F-].C([N+](CCCC)(CCCC)CCCC)CCC>[OH-].[Na+]>[C:1]([O:5][C:6]([C@@H:8]1[CH2:12][S:11][C@H:10]([C:13]2[C:18]([F:19])=[CH:17][CH:16]=[CH:15][C:14]=2[Cl:20])[N:9]1[C:21](=[O:42])[CH2:22][NH:23][C:24](=[O:41])[NH:25][C:26]1[CH:27]=[C:28]([CH:38]=[CH:39][CH:40]=1)[C:29]([OH:31])=[O:30])=[O:7])([CH3:4])([CH3:2])[CH3:3] |f:1.2,3.4|. Procedure details: The operation is carried out in a fashion similar to that described in Example 41, but starting from 1.37 g of 2-trimethylsilylethyl (2R,4R)-3-{3-{2-[4-tert-butoxycarbonyl-2-(2-chloro-6-fluorophenyl)-3-thiazolidinyl]-2-oxoethyl}ureido}benzoate and 4.3 cm3 of a 1M solution of tetrabutylammonium fluoride. The crude product is dissolved in 10 cm3 of a 0.5N aqueous sodium hydroxide solution and washed with 2 times 20 cm3 of ethyl acetate. The aqueous phase is brought to a pH of 2 by addition of a 1N... The reactants are CCOC(=O)CCCBr, O=C([O-])[O-], CCc1c(B2OC(C)(C)C(C)(C)O2)cccc1C1CNC1, CC#N, [K+], [K+]. Product: CCOC(=O)CCCN1CC(c2cccc(B3OC(C)(C)C(C)(C)O3)c2CC)C1. As a reaction SMILES: [Br:28][CH2:29][CH2:30][CH2:31][C:32](=[O:33])[O:34][CH2:35][CH3:36].[C:22](=[O:23])([O-:24])[O-:25].[CH2:1]([CH3:2])[c:3]1[c:4]([CH:18]2[CH2:19][NH:20][CH2:21]2)[cH:5][cH:6][cH:7][c:8]1[B:9]1[O:10][C:11]([CH3:16])([CH3:17])[C:12]([CH3:14])([CH3:15])[O:13]1.[CH3:37][C:38]#[N:39].[K+:26].[K+:27]>>[CH2:1]([CH3:2])[c:3]1[c:4]([CH:18]2[CH2:19][N:20]([CH2:29][CH2:30][CH2:31][C:32](=[O:33])[O:34][CH2:35][CH3:36])[CH2:21]2)[cH:5][cH:6][cH:7][c:8]1[B:9]1[O:10][C:11]([CH3:16])([CH3:17])[C:12]([CH3:14])([CH3:15])[O:13]1. Starting materials: CC(=O)NCCN, CS(C)=O, Nc1cc(Cl)nc(-c2ccccc2)n1. Product: CC(=O)NCCNc1cc(N)nc(-c2ccccc2)n1. RXN SMILES: [C:15]([CH3:16])(=[O:17])[NH:18][CH2:19][CH2:20][NH2:21].[CH3:22][S:23]([CH3:24])=[O:25].[Cl:1][c:2]1[cH:3][c:4]([NH2:14])[n:5][c:6](-[c:8]2[cH:9][cH:10][cH:11][cH:12][cH:13]2)[n:7]1>>[c:2]1([NH:21][CH2:20][CH2:19][NH:18][C:15]([CH3:16])=[O:17])[cH:3][c:4]([NH2:14])[n:5][c:6](-[c:8]2[cH:9][cH:10][cH:11][cH:12][cH:13]2)[n:7]1. Conditions: temperature 80 celsius, time 8 hour. Procedure: To a solution of 4-chloro-3-nitro-6-(2-trifluoromethyl-phenyl)-pyridin-2-ylamine (900 mg, 2.83 mmol, prepared as described in the Example 1) in DMF (5 mL), K2CO3 (1.90 g, 14.0 mmol) was added followed by addition of morpholine (0.240 mL, 2.80 mmol). The resulting mixture was stirred at 80° C. overnight. The resulting mixture was diluted with water (20 mL) and extracted with EtOAc (3×10 mL). The organic layers were combined, dried (MgSO4) and concentrated. The resulting residue was purified on si... The reactants are ClC1=C(C(=NC(=C1)C1=C(C=CC=C1)C(F)(F)F)N)[N+](=O)[O-] (4-chloro-3-nitro-6-(2-trifluoromethyl-phenyl)-pyridin-2-ylamine), C(=O)([O-])[O-].[K+].[K+] (K2CO3), N1CCOCC1 (morpholine). RXN SMILES: Cl[C:2]1[CH:7]=[C:6]([C:8]2[CH:13]=[CH:12][CH:11]=[CH:10][C:9]=2[C:14]([F:17])([F:16])[F:15])[N:5]=[C:4]([NH2:18])[C:3]=1[N+:19]([O-:21])=[O:20].C([O-])([O-])=O.[K+].[K+].[NH:28]1[CH2:33][CH2:32][O:31][CH2:30][CH2:29]1>CN(C=O)C.O>[N:28]1([C:2]2[CH:7]=[C:6]([C:8]3[CH:13]=[CH:12][CH:11]=[CH:10][C:9]=3[C:14]([F:17])([F:16])[F:15])[N:5]=[C:4]([NH2:18])[C:3]=2[N+:19]([O-:21])=[O:20])[CH2:33][CH2:32][O:31][CH2:30][CH2:29]1 |f:1.2.3|. Product: N1(CCOCC1)C1=C(C(=NC(=C1)C1=C(C=CC=C1)C(F)(F)F)N)[N+](=O)[O-] (4-morpholin-4-yl-3-nitro-6-(2-trifluoromethyl-phenyl)-pyridin-2-ylamine). The solvent is CN(C)C=O (DMF), O (water). Reactants: OC(CCCN1CCN(CC1)C1=CC(=CC=C1)Cl)C=1C=C2CCC(NC2=CC1)=O (6-{1-hydroxy-4-[4-(3-chlorophenyl) -1- piperazinyl]butyl}-3,4-dihydrocarbostyril), [OH-].[Na+] (NaOH), CCOCC (ether), Cl (hydrochloric acid). The solvent is C(C)(=O)O (acetic acid). Conditions: temperature 80 celsius, time 30 minute. The product is ClC=1C=C(C=CC1)N1CCN(CC1)CCC=CC=1C=C2CCC(NC2=CC1)=O (6-{4-[4-(3-chlorophenyl)-1-piperazinyl]-1- butenyl}-3,4-dihydrocarbostyril). As a reaction SMILES: O[CH:2]([C:19]1[CH:20]=[C:21]2[C:26](=[CH:27][CH:28]=1)[NH:25][C:24](=[O:29])[CH2:23][CH2:22]2)[CH2:3][CH2:4][CH2:5][N:6]1[CH2:11][CH2:10][N:9]([C:12]2[CH:17]=[CH:16][CH:15]=[C:14]([Cl:18])[CH:13]=2)[CH2:8][CH2:7]1.Cl.[OH-].[Na+].CCOCC>C(O)(=O)C>[Cl:18][C:14]1[CH:13]=[C:12]([N:9]2[CH2:8][CH2:7][N:6]([CH2:5][CH2:4][CH:3]=[CH:2][C:19]3[CH:20]=[C:21]4[C:26](=[CH:27][CH:28]=3)[NH:25][C:24](=[O:29])[CH2:23][CH2:22]4)[CH2:11][CH2:10]2)[CH:17]=[CH:16][CH:15]=1 |f:2.3|. Reported procedure: 1.9 Grams of 6-{1-hydroxy-4-[4-(3-chlorophenyl) -1- piperazinyl]butyl}-3,4-dihydrocarbostyril was dissolved in 50 ml of acetic acid and further 2 ml of concentrated hydrochloric acid was added to this solution. The solution was stirred at 80° C. for 30 minutes and the reaction mixture was concentrated under a reduced pressure to dryness to obtain a residue. To the residue was added 10N-NaOH and ether and stirred at a room temperature for 30 minutes. The crystals thus precipitated were collected ... The reactants are CN1C(C2=CC=CC=C2C=C1)=O (2-Methyl-2H-isoquinolin-1-one), [H][H] (hydrogen), [N+](=O)(O)[O-] (nitric acid). The reagents and catalysts are [Pd] (palladium/carbon). Run in C(C)O (ethanol), S(O)(O)(=O)=O (sulfuric acid). The product is NC1=CC=C2CCN(C(C2=C1)=O)C (7-amino-2-methyl-3,4-dihydro-2H-isoquinolin-1-one). As a reaction SMILES: [CH3:1][N:2]1[CH:11]=[CH:10][C:9]2[C:4](=[CH:5][CH:6]=[CH:7][CH:8]=2)[C:3]1=[O:12].[H][H].[N+:15]([O-])(O)=O>C(O)C.S(=O)(=O)(O)O.[Pd]>[NH2:15][C:6]1[CH:5]=[C:4]2[C:9]([CH2:10][CH2:11][N:2]([CH3:1])[C:3]2=[O:12])=[CH:8][CH:7]=1. Reported procedure: 2-Methyl-2H-isoquinolin-1-one was subjected to catalytic hydrogenation in a hydrogen atmosphere in ethanol in the presence of palladium/carbon. The resulting compound and concentrated nitric acid were allowed to undergo the reaction in concentrated sulfuric acid. The resulting compound was subjected to catalytic hydrogenation in the same manner as shown in Reference Example 3 to obtain 7-amino-2-methyl-3,4-dihydro-2H-isoquinolin-1-one. NMR2: 2.88 (2H, t, J=6.8 Hz), 3.13 (3H, s), 6.95 (1H, d, J=8... Starting materials: Br, CCOCC1CN(C)CCC1c1ccc(Cl)c(Cl)c1, CC(Cl)OC(=O)Cl, [Na+], [OH-]. Yields the product CCOCC1CNCCC1c1ccc(Cl)c(Cl)c1. RXN SMILES: [BrH:1].[CH3:2][N:3]1[CH2:4][CH:5]([CH2:17][O:18][CH2:19][CH3:20])[CH:6]([c:9]2[cH:10][c:11]([Cl:16])[c:12]([Cl:15])[cH:13][cH:14]2)[CH2:7][CH2:8]1.[Cl:21][CH:22]([O:23][C:24]([Cl:25])=[O:26])[CH3:27].[Na+:29].[OH-:28]>>[NH:3]1[CH2:4][CH:5]([CH2:17][O:18][CH2:19][CH3:20])[CH:6]([c:9]2[cH:10][c:11]([Cl:16])[c:12]([Cl:15])[cH:13][cH:14]2)[CH2:7][CH2:8]1. Starting materials: Nc1nc[nH]n1, C1CCOC1, O=C(O)c1ccc2ccccc2c1. Yields the product O=C(Nc1nnc[nH]1)c1ccc2ccccc2c1. RXN SMILES: [NH2:14][c:15]1[n:16][nH:17][cH:18][n:19]1.[O:20]1[CH2:21][CH2:22][CH2:23][CH2:24]1.[cH:1]1[c:2]([C:11](=[O:12])[OH:13])[cH:3][cH:4][c:5]2[cH:6][cH:7][cH:8][cH:9][c:10]12>>[cH:1]1[c:2]([C:11](=[O:13])[NH:14][c:15]2[n:16][n:17][cH:18][nH:19]2)[cH:3][cH:4][c:5]2[cH:6][cH:7][cH:8][cH:9][c:10]12.